Dataset: the Open Reaction Database (ORD), a public repository of structured organic reaction records. Task: describe an organic reaction: reactants, conditions, products, and yield Starting materials: CO, ClC(Cl)Cl, COc1cc2nccc(Oc3ccc(N)c(Cl)c3)c2cc1OC, Cc1ccccc1N=C=O. Product: COc1cc2nccc(Oc3ccc(NC(=O)Nc4ccccc4C)c(Cl)c3)c2cc1OC. Reaction SMILES: [CH3:34][OH:35].[CH:36]([Cl:37])([Cl:38])[Cl:39].[Cl:1][c:2]1[c:3]([NH2:4])[cH:5][cH:6][c:7]([O:9][c:10]2[cH:11][cH:12][n:13][c:14]3[cH:15][c:16]([O:22][CH3:23])[c:17]([O:20][CH3:21])[cH:18][c:19]23)[cH:8]1.[c:24]1([CH3:33])[c:25]([N:30]=[C:31]=[O:32])[cH:26][cH:27][cH:28][cH:29]1>>[Cl:1][c:2]1[c:3]([NH:4][C:31]([NH:30][c:25]2[c:24]([CH3:33])[cH:29][cH:28][cH:27][cH:26]2)=[O:32])[cH:5][cH:6][c:7]([O:9][c:10]2[cH:11][cH:12][n:13][c:14]3[cH:15][c:16]([O:22][CH3:23])[c:17]([O:20][CH3:21])[cH:18][c:19]23)[cH:8]1.